From a dataset of the Open Reaction Database (ORD), a public repository of structured organic reaction records. describe an organic reaction: reactants, conditions, products, and yield The reactants are Cl.N(N)C1=CC=C(C#N)C=C1 (4-hydrazinylbenzonitrile hydrochloride), CN(/C=C/C(C(OC)OC)=O)C ((E)-4-(dimethylamino)-1,1-dimethoxybut-3-en-2-one), CC(C)=O (propan-2-one), Cl (hydrochloric acid). The solvent is C(C)O (ethanol). The product is C(=O)C1=CC=NN1C1=CC=C(C#N)C=C1 (4-(5-formyl-1H-pyrazol-1-yl)benzonitrile). Isolated yield 33.9%. As a reaction SMILES: Cl.[NH:2]([C:4]1[CH:11]=[CH:10][C:7]([C:8]#[N:9])=[CH:6][CH:5]=1)[NH2:3].CN(C)/[CH:14]=[CH:15]/[C:16](=O)[CH:17](OC)[O:18]C.CC(=O)C.Cl>C(O)C>[CH:17]([C:16]1[N:2]([C:4]2[CH:11]=[CH:10][C:7]([C:8]#[N:9])=[CH:6][CH:5]=2)[N:3]=[CH:14][CH:15]=1)=[O:18] |f:0.1|. Reported procedure: A solution of 4-hydrazinylbenzonitrile hydrochloride (10.14 g, 59.78 mmol, 1.00 equiv), (E)-4-(dimethylamino)-1,1-dimethoxybut-3-en-2-one (17.6 g, 101.61 mmol, 1.70 equiv), propan-2-one (30 mL) and 6N hydrochloric acid (30 mL) in ethanol (300 mL) was stirred at 78° C. for 3.5 h. The resulting mixture was cooled to room temperature and concentrated under vacuum. Water (300 mL) and ethyl acetate (200 mL) were added to dissolve the residue. The resulting mixture was extracted with ethyl acetate (2×...